This data is from the Open Reaction Database (ORD), a public repository of structured organic reaction records. The task is: describe an organic reaction: reactants, conditions, products, and yield Reactants: O=C([O-])[O-], COCc1nc(NC(C)=O)sc1-c1nc2ccncc2s1, [Cs+], [Cs+], O=[N+]([O-])c1ccc(S(=O)(=O)N2CC2Cc2ccc(C(F)(F)F)cc2)cc1, CN(C)C=O. Product: COCc1nc(N(CC(Cc2ccc(C(F)(F)F)cc2)NS(=O)(=O)c2ccc([N+](=O)[O-])cc2)C(C)=O)sc1-c1nc2ccncc2s1. RXN SMILES: [C:22](=[O:23])([O-:24])[O-:25].[CH3:1][O:2][CH2:3][c:4]1[n:5][c:6]([NH:18][C:19]([CH3:20])=[O:21])[s:7][c:8]1-[c:9]1[s:10][c:11]2[cH:12][n:13][cH:14][cH:15][c:16]2[n:17]1.[Cs+:26].[Cs+:27].[F:28][C:29]([c:30]1[cH:31][cH:32][c:33]([CH2:34][CH:35]2[N:36]([S:38](=[O:39])(=[O:40])[c:41]3[cH:42][cH:43][c:44]([N+:47](=[O:48])[O-:49])[cH:45][cH:46]3)[CH2:37]2)[cH:50][cH:51]1)([F:52])[F:53].[O:54]=[CH:55][N:56]([CH3:57])[CH3:58]>>[CH3:1][O:2][CH2:3][c:4]1[n:5][c:6]([N:18]([C:19]([CH3:20])=[O:21])[CH2:37][CH:35]([CH2:34][c:33]2[cH:32][cH:31][c:30]([C:29]([F:28])([F:52])[F:53])[cH:51][cH:50]2)[NH:36][S:38](=[O:39])(=[O:40])[c:41]2[cH:42][cH:43][c:44]([N+:47](=[O:48])[O-:49])[cH:45][cH:46]2)[s:7][c:8]1-[c:9]1[s:10][c:11]2[cH:12][n:13][cH:14][cH:15][c:16]2[n:17]1.